Task: describe an organic reaction: reactants, conditions, products, and yield. Dataset: the Open Reaction Database (ORD), a public repository of structured organic reaction records The reactants are C[SiH](C)OC(CCCCCBr)C(C)(C)C, CS(C)=O, N#C[Na], O. Yields the product C[SiH](C)OC(CCCCCC#N)C(C)(C)C. Reaction SMILES: [C:4]([CH3:5])([CH3:6])([CH3:7])[CH:8]([CH2:9][CH2:10][CH2:11][CH2:12][CH2:13][Br:14])[O:15][SiH:16]([CH3:17])[CH3:18].[CH3:20][S:21]([CH3:22])=[O:23].[Na:1][C:2]#[N:3].[OH2:19]>>[C:2](#[N:3])[CH2:13][CH2:12][CH2:11][CH2:10][CH2:9][CH:8]([C:4]([CH3:5])([CH3:6])[CH3:7])[O:15][SiH:16]([CH3:17])[CH3:18]. Starting materials: O=C([O-])[O-], COc1cc2c(cc1OC)CNCC2, COC(=O)c1ccc(Cl)nc1, [K+], [K+], C1COCCO1. The product is COC(=O)c1ccc(N2CCc3cc(OC)c(OC)cc3C2)nc1. RXN SMILES: [C:26](=[O:27])([O-:28])[O-:29].[CH3:12][O:13][c:14]1[cH:15][c:16]2[c:21]([cH:22][c:23]1[O:24][CH3:25])[CH2:20][NH:19][CH2:18][CH2:17]2.[CH3:1][O:2][C:3]([c:4]1[cH:5][n:6][c:7]([Cl:10])[cH:8][cH:9]1)=[O:11].[K+:30].[K+:31].[O:32]1[CH2:33][CH2:34][O:35][CH2:36][CH2:37]1>>[CH3:1][O:2][C:3]([c:4]1[cH:5][n:6][c:7]([N:19]2[CH2:18][CH2:17][c:16]3[cH:15][c:14]([O:13][CH3:12])[c:23]([O:24][CH3:25])[cH:22][c:21]3[CH2:20]2)[cH:8][cH:9]1)=[O:11]. The reactants are NC=1C(=NC(=C(N1)C1=CC=CC=C1)C1=CNC(C=C1)=O)C(=O)O (3-Amino-6-(6-oxo-1,6-dihydro-3-pyridyl)-5-phenyl-2-pyrazinecarboxylic acid), CCOC(=O)C (EtOAc), C(C)I (EtI), CC(C)(C)[O-].[K+] (t-BuOK). Solvent: CN(C)C=O (DMF), O (water). Run at temperature 25 celsius, time 2 hour. Product: NC=1C(=NC(=C(N1)C1=CC=CC=C1)C1=CNC(C=C1)=O)C(=O)OCC (ethyl 3-amino-6-(6-oxo-1,6-dihydro-3-pyridyl)-5-phenyl-2-pyrazinecarboxylate), NC=1C(=NC(=C(N1)C1=CC=CC=C1)C1=CN(C(C=C1)=O)CC)C(=O)OCC (ethyl 3-amino-6-(1-ethyl-6-oxo-1,6-dihydro-3-pyridyl)-5-phenyl-2-pyrazinecarboxylate). Reaction SMILES: [NH2:1][C:2]1[C:3]([C:21]([OH:23])=[O:22])=[N:4][C:5]([C:14]2[CH:19]=[CH:18][C:17](=[O:20])[NH:16][CH:15]=2)=[C:6]([C:8]2[CH:13]=[CH:12][CH:11]=[CH:10][CH:9]=2)[N:7]=1.[CH2:24](I)[CH3:25].[CH3:27][C:28]([O-])(C)C.[K+].[CH3:33][CH2:34][O:35][C:36]([CH3:38])=[O:37]>CN(C=O)C.O>[NH2:1][C:2]1[C:3]([C:21]([O:23][CH2:24][CH3:25])=[O:22])=[N:4][C:5]([C:14]2[CH:19]=[CH:18][C:17](=[O:20])[NH:16][CH:15]=2)=[C:6]([C:8]2[CH:9]=[CH:10][CH:11]=[CH:12][CH:13]=2)[N:7]=1.[NH2:1][C:2]1[C:38]([C:36]([O:35][CH2:34][CH3:33])=[O:37])=[N:4][C:5]([C:14]2[CH:19]=[CH:18][C:17](=[O:20])[N:16]([CH2:27][CH3:28])[CH:15]=2)=[C:6]([C:8]2[CH:9]=[CH:10][CH:11]=[CH:12][CH:13]=2)[N:7]=1 |f:2.3|. Procedure: 3-Amino-6-(6-oxo-1,6-dihydro-3-pyridyl)-5-phenyl-2-pyrazinecarboxylic acid (154 mg) was dissolved in DMF(5 ml). To the solution were added EtI (86.1 mg) and t-BuOK (61.9 mg). The mixture was stirred at 20-30° C. for 2 hours. The reaction mixture was portioned EtOAc and water. The organic layer was separated. The aqueous layer was extracted with EtOAc. The combined organic solution was washed with brine and dried over MgSO4. Evaporation of solvent gave oily residue. The above residue was purified... Starting materials: CCO, Cc1ccccc1, CC(C)Oc1cc(B(O)O)ccc1C(=O)NS(C)(=O)=O, ClCCl, [Na+], [Na+], O=C([O-])[O-], CC(C)(C)OC(=O)N(CCOc1ccc(I)cc1)CC(O)c1ccccc1. Yields the product CC(C)Oc1cc(-c2ccc(OCCN(CC(O)c3ccccc3)C(=O)OC(C)(C)C)cc2)ccc1C(=O)NS(C)(=O)=O. RXN SMILES: [CH3:57][CH2:58][OH:59].[CH3:60][c:61]1[cH:62][cH:63][cH:64][cH:65][cH:66]1.[CH:28]([CH3:29])([CH3:30])[O:31][c:32]1[cH:33][c:34]([B:45]([OH:46])[OH:47])[cH:35][cH:36][c:37]1[C:38](=[O:39])[NH:40][S:41](=[O:42])(=[O:43])[CH3:44].[Cl:48][CH2:49][Cl:50].[Na+:51].[Na+:52].[O-:53][C:54](=[O:55])[O-:56].[OH:1][CH:2]([CH2:3][N:4]([C:5]([O:6][C:7]([CH3:8])([CH3:9])[CH3:10])=[O:11])[CH2:12][CH2:13][O:14][c:15]1[cH:16][cH:17][c:18]([I:21])[cH:19][cH:20]1)[c:22]1[cH:23][cH:24][cH:25][cH:26][cH:27]1>>[OH:1][CH:2]([CH2:3][N:4]([C:5]([O:6][C:7]([CH3:8])([CH3:9])[CH3:10])=[O:11])[CH2:12][CH2:13][O:14][c:15]1[cH:16][cH:17][c:18](-[c:34]2[cH:33][c:32]([O:31][CH:28]([CH3:29])[CH3:30])[c:37]([C:38](=[O:39])[NH:40][S:41](=[O:42])(=[O:43])[CH3:44])[cH:36][cH:35]2)[cH:19][cH:20]1)[c:22]1[cH:23][cH:24][cH:25][cH:26][cH:27]1. The reactants are residue, ClC1=CC=C(C=C1)C1(CCC1)C1NCCC2=CC(=C(C=C12)OC)OC (1-[1-(4-chlorophenyl)cyclobutyl]-6,7-dimethoxy-1,2,3,4-tetrahydroisoquinoline), C(C=C)Br (allyl bromide), C([O-])([O-])=O.[K+].[K+] (potassium carbonate), ice water, N (ammonia), Br (hydrobromic acid), C(C)(=O)O (acetic acid). Run in petroleum ether, C(C)N(CC)CC (triethylamine), CC(=O)C (acetone). The product is C(C(=O)O)(=O)O.C(C=C)N1C(C2=CC(=C(C=C2CC1)O)O)C1(CCC1)C1=CC=C(C=C1)Cl (2-allyl-1-[1-(4 -chlorophenyl)cyclobutyl]-6,7-dihydroxy-1,2,3,4-tetrahydroisoquinoline oxalate). As a reaction SMILES: [Cl:1][C:2]1[CH:7]=[CH:6][C:5]([C:8]2([CH:12]3[C:21]4[C:16](=[CH:17][C:18]([O:24]C)=[C:19]([O:22]C)[CH:20]=4)[CH2:15][CH2:14][NH:13]3)[CH2:11][CH2:10][CH2:9]2)=[CH:4][CH:3]=1.[CH2:26](Br)[CH:27]=[CH2:28].[C:30](=[O:33])([O-:32])[O-].[K+].[K+].Br.N.[C:38]([OH:41])(=[O:40])C>C(N(CC)CC)C.CC(C)=O>[C:38]([OH:41])(=[O:40])[C:30]([OH:32])=[O:33].[CH2:28]([N:13]1[CH2:14][CH2:15][C:16]2[C:21](=[CH:20][C:19]([OH:22])=[C:18]([OH:24])[CH:17]=2)[CH:12]1[C:8]1([C:5]2[CH:4]=[CH:3][C:2]([Cl:1])=[CH:7][CH:6]=2)[CH2:11][CH2:10][CH2:9]1)[CH:27]=[CH2:26] |f:2.3.4,10.11|. Reported procedure: A mixture of 1-[1-(4-chlorophenyl)cyclobutyl]-6,7-dimethoxy-1,2,3,4-tetrahydroisoquinoline (7.29 g prepared as described in Example 50), allyl bromide (2.66 g), anhydrous potassium carbonate (5.52 g) and acetone (100 ml) was heated under reflux for 2 hours. The reaction mixture was filtered and the solvent was removed by evaporation to give a residue which was digested with a 9:1 mixture of petroleum ether and triethylamine. The solution was decanted from a residual tar, filtered and the solvent... The reactants are Cl.C(C1=CC=CC=C1)OC1=CC=C(C=C1)NN (4-benzyloxyphenylhydrazine-hydrochloride), ClC=1C=C(C=CC1)CC(C)=O ((3-chlorophenyl)-acetone), S(O)(O)(=O)=O (sulfuric acid). The solvent is C(C)O (ethanol). Product: C(C1=CC=CC=C1)OC=1C=C2C(=C(NC2=CC1)C)C1=CC(=CC=C1)Cl (5-Benzyloxy-3-(3-chloro-phenyl)-2-methyl-1H-indole). Reaction SMILES: Cl.[CH2:2]([O:9][C:10]1[CH:15]=[CH:14][C:13]([NH:16]N)=[CH:12][CH:11]=1)[C:3]1[CH:8]=[CH:7][CH:6]=[CH:5][CH:4]=1.[Cl:18][C:19]1[CH:20]=[C:21]([CH2:25][C:26](=O)[CH3:27])[CH:22]=[CH:23][CH:24]=1.S(=O)(=O)(O)O>C(O)C>[CH2:2]([O:9][C:10]1[CH:15]=[C:14]2[C:13](=[CH:12][CH:11]=1)[NH:16][C:26]([CH3:27])=[C:25]2[C:21]1[CH:22]=[CH:23][CH:24]=[C:19]([Cl:18])[CH:20]=1)[C:3]1[CH:8]=[CH:7][CH:6]=[CH:5][CH:4]=1 |f:0.1|. Procedure details: An amount of 11.7 g (47 m mole) of 4-benzyloxyphenylhydrazine-hydrochloride and 6.39 g (38 m mole) of (3-chlorophenyl)-acetone was dissolved in 35 ml of absolute ethanol, and after addition of 2.7 ml of concentrated sulfuric acid the mixture was refluxed for five hours. After the ethanol was distilled off, the residue was mixed with water and extracted with chloroform. The extracts were dried over sodium sulfate and evaporated. The evaporation residue was purified by chromatography on silicagel ... Reactants: CCN=C=S, OCCOc1ccc(Oc2ccc(F)cc2)cc1, C1CN2CCN1CC2, c1ccncc1. Yields the product CCNC(=S)OCCOc1ccc(Oc2ccc(F)cc2)cc1. RXN SMILES: [CH2:9]([CH3:10])[N:11]=[C:12]=[S:13].[F:14][c:15]1[cH:16][cH:17][c:18]([O:19][c:20]2[cH:21][cH:22][c:23]([O:24][CH2:25][CH2:26][OH:27])[cH:28][cH:29]2)[cH:30][cH:31]1.[N:1]12[CH2:2][CH2:3][N:4]([CH2:5][CH2:6]1)[CH2:7][CH2:8]2.[cH:32]1[cH:33][cH:34][n:35][cH:36][cH:37]1>>[CH2:9]([CH3:10])[NH:11][C:12](=[S:13])[O:27][CH2:26][CH2:25][O:24][c:23]1[cH:22][cH:21][c:20]([O:19][c:18]2[cH:17][cH:16][c:15]([F:14])[cH:31][cH:30]2)[cH:29][cH:28]1. The reactants are CC(c1ccccc1)N1CC(C)C(CF)(NC(=O)OC(C)(C)C)C1, C, CCO, [H][H], [Pd]. The product is CC1CNCC1(CF)NC(=O)OC(C)(C)C. RXN SMILES: [C:1]([CH3:2])([CH3:3])([CH3:4])[O:5][C:6](=[O:7])[NH:8][C:9]1([CH2:23][F:24])[CH2:10][N:11]([CH:15]([c:16]2[cH:17][cH:18][cH:19][cH:20][cH:21]2)[CH3:22])[CH2:12][CH:13]1[CH3:14].[C:28].[CH3:25][CH2:26][OH:27].[H:30][H:31].[Pd:29]>>[C:1]([CH3:2])([CH3:3])([CH3:4])[O:5][C:6](=[O:7])[NH:8][C:9]1([CH2:23][F:24])[CH2:10][NH:11][CH2:12][CH:13]1[CH3:14]. Starting materials: N1=C(C=CC=C1)C1CC(=NO1)C1=C(C(=O)OC)C=CC=C1 (methyl 2-[5-(2-pyridyl)-2-isoxazolin-3-yl]benzoate), ClC=1C(C(=C(C(C1Cl)=O)C#N)C#N)=O (2,3-dichloro-5,6-dicyano-1,4-benzoquinone). Solvent: ClC1=CC=CC=C1 (chlorobenzene). Yields the product N1=C(C=CC=C1)C1=CC(=NO1)C1=C(C(=O)OC)C=CC=C1 (Methyl 2-[5-(2-Pyridyl)-3-Isoxazolyl]-Benzoate). The yield is 34.8%. Reaction SMILES: [N:1]1[CH:6]=[CH:5][CH:4]=[CH:3][C:2]=1[CH:7]1[O:11][N:10]=[C:9]([C:12]2[CH:21]=[CH:20][CH:19]=[CH:18][C:13]=2[C:14]([O:16][CH3:17])=[O:15])[CH2:8]1.ClC1C(=O)C(C#N)=C(C#N)C(=O)C=1Cl>ClC1C=CC=CC=1>[N:1]1[CH:6]=[CH:5][CH:4]=[CH:3][C:2]=1[C:7]1[O:11][N:10]=[C:9]([C:12]2[CH:21]=[CH:20][CH:19]=[CH:18][C:13]=2[C:14]([O:16][CH3:17])=[O:15])[CH:8]=1. Procedure details: A mixture of 11.0 g (.039 mol) of methyl 2-[5-(2-pyridyl)-2-isoxazolin-3-yl]benzoate and 9.76 g (.043 mol) of 2,3-dichloro-5,6-dicyano-1,4-benzoquinone in 200 ml of chlorobenzene was held at reflux for 3 hours; the mixture was allowed to cool, was filtered, and was concentrated under vacuum to 12.0 g of residue. The residue was chromatographed on 400 g of silica gel with 20% ether in benzene to give 3.8 g (35%) of solid, mp 54-57° C. Recrystallization of a small sample gave solid with mp 58-60.5...